From a dataset of the Open Reaction Database (ORD), a public repository of structured organic reaction records. describe an organic reaction: reactants, conditions, products, and yield Reactants: NC=1C(=CC=CC1)C (o-toluidine), C(C=C)(=O)O (acrylic acid). As a reaction SMILES: [NH2:1][C:2]1[C:3]([CH3:8])=[CH:4][CH:5]=[CH:6][CH:7]=1.[C:9]([OH:13])(=[O:12])[CH:10]=[CH2:11]>O>[CH3:8][C:3]1[CH:4]=[CH:5][CH:6]=[CH:7][C:2]=1[NH:1][CH2:11][CH2:10][C:9]([OH:13])=[O:12]. Yields the product CC1=C(NCCC(=O)O)C=CC=C1 (3-(2-Methylanilino)propionic acid), powder. Solvent: O (water). Reported procedure: 3-(2-Methylanilino)propionic acid is prepared in a manner similar to that described in Example 1, but starting from o-toluidine (64.3 g; 0.60 mol), acrylic acid (11.6 g; 0.16 mol) and water (36.6 cc). A white powder (23.85 g) is thus obtained which, after recrystallisation in a toluene/hexane mixture (70:30 by volume), gives a pure product (21.7 g; 0.12 mol), m.p. 87° C. Starting materials: CC(C)(C)OC(=O)NC(Cc1ccccc1)CC1OC(C)(C)N(C(=O)OCc2ccccc2)C1Cc1ccc(OC(=O)C(F)(F)F)cc1, CCCC[Sn](CCCC)(CCCC)c1ccc(C)nc1, [Cl-], [Li+], CN(C)C=O, Cl[Pd]Cl, c1ccc(P(c2ccccc2)c2ccccc2)cc1, c1ccc(P(c2ccccc2)c2ccccc2)cc1. Product: Cc1ccc(-c2ccc(CC3C(CC(Cc4ccccc4)NC(=O)OC(C)(C)C)OC(C)(C)N3C(=O)OCc3ccccc3)cc2)cn1. RXN SMILES: [CH2:1]([c:2]1[cH:3][cH:4][cH:5][cH:6][cH:7]1)[O:8][C:9](=[O:10])[N:11]1[C:12]([CH3:47])([CH3:48])[O:13][CH:14]([CH2:30][CH:31]([CH2:32][c:33]2[cH:34][cH:35][cH:36][cH:37][cH:38]2)[NH:39][C:40](=[O:41])[O:42][C:43]([CH3:44])([CH3:45])[CH3:46])[CH:15]1[CH2:16][c:17]1[cH:18][cH:19][c:20]([O:23][C:24](=[O:25])[C:26]([F:27])([F:28])[F:29])[cH:21][cH:22]1.[CH3:51][c:52]1[n:53][cH:54][c:55]([Sn:58]([CH2:59][CH2:60][CH2:61][CH3:62])([CH2:63][CH2:64][CH2:65][CH3:66])[CH2:67][CH2:68][CH2:69][CH3:70])[cH:56][cH:57]1.[Cl-:49].[Li+:50].[O:71]=[CH:72][N:73]([CH3:74])[CH3:75].[Pd:76]([Cl:77])[Cl:78].[c:79]1([P:80]([c:81]2[cH:82][cH:83][cH:84][cH:85][cH:86]2)[c:87]2[cH:88][cH:89][cH:90][cH:91][cH:92]2)[cH:93][cH:94][cH:95][cH:96][cH:97]1.[c:98]1([P:99]([c:100]2[cH:101][cH:102][cH:103][cH:104][cH:105]2)[c:106]2[cH:107][cH:108][cH:109][cH:110][cH:111]2)[cH:112][cH:113][cH:114][cH:115][cH:116]1>>[CH2:1]([c:2]1[cH:3][cH:4][cH:5][cH:6][cH:7]1)[O:8][C:9](=[O:10])[N:11]1[C:12]([CH3:47])([CH3:48])[O:13][CH:14]([CH2:30][CH:31]([CH2:32][c:33]2[cH:34][cH:35][cH:36][cH:37][cH:38]2)[NH:39][C:40](=[O:41])[O:42][C:43]([CH3:44])([CH3:45])[CH3:46])[CH:15]1[CH2:16][c:17]1[cH:18][cH:19][c:20](-[c:55]2[cH:54][n:53][c:52]([CH3:51])[cH:57][cH:56]2)[cH:21][cH:22]1. The reactants are BrC1=CC(=C(C(=O)N(CC)CC)C=C1)C (4-bromo-N,N-diethyl-2-methylbenzamide), CON(C(C)=O)C (N-methoxy-N-methylacetamide), solution, C(C)(C)NC(C)C.[Li] (lithium diisoproyl amine). Solvent: C1CCOC1 (THF), C1CCOC1 (THF). Reaction conditions: temperature -78 celsius, time 1 hour. The product is BrC1=CC(=C(C(=O)N(CC)CC)C=C1)CC(C)=O (4-bromo-N,N-diethyl-2-(2-oxopropyl)benzamide). RXN SMILES: C(NC(C)C)(C)C.[Li].[Br:9][C:10]1[CH:22]=[CH:21][C:13]([C:14]([N:16]([CH2:19][CH3:20])[CH2:17][CH3:18])=[O:15])=[C:12]([CH3:23])[CH:11]=1.CON(C)[C:27](=[O:29])[CH3:28]>C1COCC1>[Br:9][C:10]1[CH:22]=[CH:21][C:13]([C:14]([N:16]([CH2:17][CH3:18])[CH2:19][CH3:20])=[O:15])=[C:12]([CH2:23][C:27](=[O:29])[CH3:28])[CH:11]=1 |f:0.1,^1:7|. Procedure details: A 2 M solution of lithium diisoproyl amine (35 ml, 70 mmol) in THF (180 mL) cooled to −78° C. was treated with slow addition of 4-bromo-N,N-diethyl-2-methylbenzamide (19 g, 70 mmol) in dry THF (180 mL). The reaction was allowed to stir at −78° C. for 1 hour before it was quenched with N-methoxy-N-methylacetamide (22 mL, 210 mmol) and allowed to slowly warm to room temperature. The reaction was stirred overnight and then partitioned between 1 N HCl (200 mL) and EtOAc (400 mL). The aqueous layer w... The reactants are CC(CCO)c1cccc(OCc2ccccc2)c1, Cl, Cc1ccc(S(=O)(=O)Cl)cc1, c1ccncc1. Product: Cc1ccc(S(=O)(=O)OCCC(C)c2cccc(OCc3ccccc3)c2)cc1. As a reaction SMILES: [CH2:12]([c:13]1[cH:14][cH:15][cH:16][cH:17][cH:18]1)[O:19][c:20]1[cH:21][c:22]([CH:26]([CH2:27][CH2:28][OH:29])[CH3:30])[cH:23][cH:24][cH:25]1.[ClH:37].[S:1](=[O:2])(=[O:3])([c:4]1[cH:5][cH:6][c:7]([CH3:8])[cH:9][cH:10]1)[Cl:11].[cH:31]1[cH:32][cH:33][n:34][cH:35][cH:36]1>>[S:1](=[O:2])(=[O:3])([c:4]1[cH:5][cH:6][c:7]([CH3:8])[cH:9][cH:10]1)[O:29][CH2:28][CH2:27][CH:26]([c:22]1[cH:21][c:20]([O:19][CH2:12][c:13]2[cH:14][cH:15][cH:16][cH:17][cH:18]2)[cH:25][cH:24][cH:23]1)[CH3:30]. Reactants: CC(=O)[O-], CC(=O)[O-], CCCC[Sn+2]CCCC, CN=C=O, CCN(CC)c1nsc(N)c1C#N, C1CCOC1. Product: CCN(CC)c1nsc(NC(=O)NC)c1C#N. As a reaction SMILES: [C:14]([O-:15])(=[O:16])[CH3:17].[C:18]([O-:19])(=[O:20])[CH3:21].[CH2:22]([Sn+2:23][CH2:24][CH2:25][CH2:26][CH3:27])[CH2:28][CH2:29][CH3:30].[CH3:31][N:32]=[C:33]=[O:34].[NH2:1][c:2]1[c:3]([C:12]#[N:13])[c:4]([N:7]([CH2:8][CH3:9])[CH2:10][CH3:11])[n:5][s:6]1.[O:35]1[CH2:36][CH2:37][CH2:38][CH2:39]1>>[NH:1]([c:2]1[c:3]([C:12]#[N:13])[c:4]([N:7]([CH2:8][CH3:9])[CH2:10][CH3:11])[n:5][s:6]1)[C:33]([NH:32][CH3:31])=[O:34]. Yields the product C(C=C)OC1=NC2=CC=C(C=C2C(=C1C#N)C1=CC(=CC=C1)F)OC (2-(Allyloxy)-4-(3-fluorophenyl)-6-methoxyquinoline-3-carbonitrile). Reaction SMILES: [F:1][C:2]1[CH:3]=[C:4]([C:8]2[C:17]3[C:12](=[CH:13][CH:14]=[C:15]([O:18][CH3:19])[CH:16]=3)[NH:11][C:10](=[O:20])[C:9]=2[C:21]#[N:22])[CH:5]=[CH:6][CH:7]=1.[H-].[Na+].[CH2:25](I)[CH:26]=[CH2:27]>CN(C)C=O>[CH2:27]([O:20][C:10]1[C:9]([C:21]#[N:22])=[C:8]([C:4]2[CH:5]=[CH:6][CH:7]=[C:2]([F:1])[CH:3]=2)[C:17]2[C:12](=[CH:13][CH:14]=[C:15]([O:18][CH3:19])[CH:16]=2)[N:11]=1)[CH:26]=[CH2:25] |f:1.2|. Run in CN(C=O)C (N,N-dimethylformamide). Reaction conditions: time 30 minute. The reactants are FC=1C=C(C=CC1)C1=C(C(NC2=CC=C(C=C12)OC)=O)C#N (4-(3-fluorophenyl)-6-methoxy-2-oxo-1,2-dihydroquinoline-3-carbonitrile), [H-].[Na+] (sodium hydride), C(C=C)I (allyl iodide). Procedure: To a solution of 4-(3-fluorophenyl)-6-methoxy-2-oxo-1,2-dihydroquinoline-3-carbonitrile (1.00 g, 3.40 mmol) in 20 mL of N,N-dimethylformamide at 0° C. was added sodium hydride (163 mg of 60% dispersion in mineral oil, 4.08 mmol). After 30 minutes, allyl iodide was added (0.342 mL, 3.74 mmol), and the reaction was stirred for 2 hours. The reaction was quenched with water and partitioned between EtOAc and water, and the organic layer was washed with brine, dried over Na2SO4, filtered, and concentr... The reactants are BrC1=NC=C(C=C1)Br (2,5-dibromopyridine), C1(CCCC1)CO (cyclopentylmethanol), ( b ). Product: C1(CCCC1)COC1=NC=C(C=C1)Br (2-Cyclopentylmethoxy-5-bromopyridine). As a reaction SMILES: Br[C:2]1[CH:7]=[CH:6][C:5]([Br:8])=[CH:4][N:3]=1.[CH:9]1([CH2:14][OH:15])[CH2:13][CH2:12][CH2:11][CH2:10]1>>[CH:9]1([CH2:14][O:15][C:2]2[CH:7]=[CH:6][C:5]([Br:8])=[CH:4][N:3]=2)[CH2:13][CH2:12][CH2:11][CH2:10]1. Procedure: Prepared from 2,5-dibromopyridine and cyclopentylmethanol by the method of Example 10 (b). Reported procedure: In 10 mL of N,N-dimethylformamide is dissolved 1.00 g of 2-(2-benzo[b]thiophen-5-ylethoxy)-1-methylethyl methanesulfonate, to which is added 3.3 mL of diethylamine. The mixture thus obtained is stirred in an ampoule at 100° C. for 15 hours. After cooling, the reaction mixture is introduced into a mixture of water and ethyl acetate, pH is adjusted to 2.0 with 6 mol/L hydrochloric acid, and the aqueous layer is separated. Ethyl acetate is added to the aqueous layer, pH is adjusted to 9.5 with 5 mo... Run at temperature 100 celsius, time 15 hour. Yields the product S1C2=C(C=C1)C=C(C=C2)CCOCC(C)N(CC)CC (N-[2-(2-benzo[b]thiophen-5-ylethoxy)-1-methylethyl]-N,N-diethylamine). The solvent is C(C)(=O)OCC (ethyl acetate), CN(C=O)C (N,N-dimethylformamide). The reactants are O (water), Cl (hydrochloric acid), C(C)NCC (diethylamine), CS(=O)(=O)OC(COCCC1=CC2=C(SC=C2)C=C1)C (2-(2-benzo[b]thiophen-5-ylethoxy)-1-methylethyl methanesulfonate). Reaction SMILES: CS(O[CH:6]([CH3:20])[CH2:7][O:8][CH2:9][CH2:10][C:11]1[CH:19]=[CH:18][C:14]2[S:15][CH:16]=[CH:17][C:13]=2[CH:12]=1)(=O)=O.[CH2:21]([NH:23][CH2:24][CH3:25])[CH3:22].O.Cl>CN(C)C=O.C(OCC)(=O)C>[S:15]1[CH:16]=[CH:17][C:13]2[CH:12]=[C:11]([CH2:10][CH2:9][O:8][CH2:7][CH:6]([N:23]([CH2:24][CH3:25])[CH2:21][CH3:22])[CH3:20])[CH:19]=[CH:18][C:14]1=2.